From a dataset of the Open Reaction Database (ORD), a public repository of structured organic reaction records. describe an organic reaction: reactants, conditions, products, and yield As a reaction SMILES: [F:1][C:2]([F:15])([F:14])[C:3]1[O:7][N:6]=[C:5]([NH:8]C(=O)N(C)C)[CH:4]=1.Cl>>[F:1][C:2]([F:15])([F:14])[C:3]1[O:7][N:6]=[C:5]([NH2:8])[CH:4]=1. The reactants are FC(C1=CC(=NO1)NC(N(C)C)=O)(F)F (5-trifluormethyl-3-dimethylcarbamoylaminoisoxazole), Cl (hydrochloric acid). Product: FC(C1=CC(=NO1)N)(F)F (5-Trifluoromethyl-3-aminoisoxazole). Procedure details: A mixture of 5-trifluormethyl-3-dimethylcarbamoylaminoisoxazole (1.15 g, 0.005 mole) and 36% hydrochloric acid (10 eq.) were reacted at 100° C. for 10 hours. The reaction mixture was worked up in the usual way to give the crude title compound. Crude yield: 0.20 g (26%). Reactants: [BH3-]C#N, O=C([O-])O, CCOC(=O)C1C2CCC(C2)C1N, CO, CC(=O)O, CC(C)CC=O, [Na+], [Na+]. The product is CCOC(=O)C1C2CCC(C2)C1NCCC(C)C. Reaction SMILES: [C:20]([BH3-:21])#[N:22].[C:24](=[O:25])([OH:26])[O-:27].[CH2:1]([CH3:2])[O:3][C:4](=[O:5])[CH:6]1[CH:7]2[CH2:8][CH2:9][CH:10]([CH:11]1[NH2:12])[CH2:13]2.[CH3:29][OH:30].[CH3:31][C:32](=[O:33])[OH:34].[CH:14]([CH2:15][CH:16]([CH3:17])[CH3:18])=[O:19].[Na+:23].[Na+:28]>>[CH2:1]([CH3:2])[O:3][C:4](=[O:5])[CH:6]1[CH:7]2[CH2:8][CH2:9][CH:10]([CH:11]1[NH:12][CH2:14][CH2:15][CH:16]([CH3:17])[CH3:18])[CH2:13]2. The reactants are BrC1CC(OC2=C1C=C(C=C2)C#N)(C)C (4-bromo-6-cyano-3,4-dihydro-2,2-dimethyl-2H-1-benzopyran), C(C1=CC=CC=C1)NCCN (N-benzylethylenediamine), C(=O)(O)[O-].[Na+] (NaHCO3). Isolated yield 216.7%. The solvent is CN(C=O)C (N,N-dimethylformamide). Yields the product C(#N)C=1C=CC2=C(C(CC(O2)(C)C)NCCNCC2=CC=CC=C2)C1 (N-(6-Cyano-2,2-dimethyl-3,4-dihydro-2H-1-benzopyran-4-yl)-N'-benzylethylenediamine). Reaction SMILES: Br[CH:2]1[C:7]2[CH:8]=[C:9]([C:12]#[N:13])[CH:10]=[CH:11][C:6]=2[O:5][C:4]([CH3:15])([CH3:14])[CH2:3]1.[CH2:16]([NH:23][CH2:24][CH2:25][NH2:26])[C:17]1[CH:22]=[CH:21][CH:20]=[CH:19][CH:18]=1.C([O-])(O)=O.[Na+]>CN(C)C=O>[C:12]([C:9]1[CH:10]=[CH:11][C:6]2[O:5][C:4]([CH3:15])([CH3:14])[CH2:3][CH:2]([NH:26][CH2:25][CH2:24][NH:23][CH2:16][C:17]3[CH:22]=[CH:21][CH:20]=[CH:19][CH:18]=3)[C:7]=2[CH:8]=1)#[N:13] |f:2.3|. Run at time 48 hour. Procedure details: A solution of 4-bromo-6-cyano-3,4-dihydro-2,2-dimethyl-2H-1-benzopyran (1.50 g, 5.64 mmole, from Example 8,part B) and N-benzylethylenediamine (8.48 g, 10 eq.) containing NaHCO3 (4.80 g, 5 eq.) in N,N-dimethylformamide (30 ml) was stirred for 48 hours at room temperature. The reaction mixture was partitioned between ethyl acetate and distilled H2O. The organic phase was washed with distilled H2O, saturated NaCl solution, dried over Na2SO4 and evaporated in vacuo to obtain 4.10 g of an orange oil... Reactants: BrC=1N=CNC1CSCCN (4-bromo-5-[(2-aminoethyl)thiomethyl]imidazole), dihydrobromide, [N+](=O)([O-])C=C(SC)SC (1-nitro-2,2-bis-methylthioethylene), [N+](=O)([O-])C=C(NCCSCC1=C(N=CN1)Br)SC (1-nitro-2-methylthio-2-[2-((4-bromo-5-imidazolyl)methylthio)ethylamino]ethylene), CN (methylamine). Yields the product [N+](=O)([O-])C=C(NCCSCC1=C(N=CN1)Br)NC (1-nitro-2-methylamino-2-[2-((4-bromo-5-imidazolyl)methylthio)ethylamino]ethylene). As a reaction SMILES: [Br:1][C:2]1[N:3]=[CH:4][NH:5][C:6]=1[CH2:7][S:8][CH2:9][CH2:10][NH2:11].[N+](C=C(SC)SC)([O-])=O.[N+:21]([CH:24]=[C:25](SC)[NH:26][CH2:27]CSCC1NC=NC=1Br)([O-:23])=[O:22].CN>>[N+:21]([CH:24]=[C:25]([NH:26][CH3:27])[NH:11][CH2:10][CH2:9][S:8][CH2:7][C:6]1[NH:5][CH:4]=[N:3][C:2]=1[Br:1])([O-:23])=[O:22]. Procedure details: When 4-bromo-5-[(2-aminoethyl)thiomethyl]imidazole (from the dihydrobromide (4.8 g)) is reacted with 1-nitro-2,2-bis-methylthioethylene (2.0 g) according to the procedure of Example 8(i) and the resultant 1-nitro-2-methylthio-2-[2-((4-bromo-5-imidazolyl)methylthio)ethylamino]ethylene treated with methylamine by the procedure of Example 8(ii) there is produced 1-nitro-2-methylamino-2-[2-((4-bromo-5-imidazolyl)methylthio)ethylamino]ethylene.